This data is from the Open Reaction Database (ORD), a public repository of structured organic reaction records. The task is: describe an organic reaction: reactants, conditions, products, and yield Reactants: COC(COC1=C(C=C(C=C1)OCC#CC1=CC(=CC(=C1)C#CC1=CC=C(C=C1)C(F)(F)F)C#CCN1CCCCC1)C)=O ((2-methyl-4-{3-[3-(3-piperidin-1-yl-prop-1-ynyl)-5-(4-trifluoromethylphenylethynyl)-phenyl]-prop-2-ynyloxy}-phenoxy)-acetic acid methyl ester). Run in C(C)O (ethanol), [OH-].[Na+] (NaOH). Product: CC1=C(OCC(=O)O)C=CC(=C1)OCC#CC1=CC(=CC(=C1)C#CC1=CC=C(C=C1)C(F)(F)F)C#CCN1CCCCC1 ((2-Methyl-4-{3-[3-(3-piperidin-1-yl-prop-1-ynyl)-5-(4-trifluoromethyl-phenylethynyl)-phenyl]-prop-2-ynyloxy}-phenoxy)-acetic acid). As a reaction SMILES: C[O:2][C:3](=[O:44])[CH2:4][O:5][C:6]1[CH:11]=[CH:10][C:9]([O:12][CH2:13][C:14]#[C:15][C:16]2[CH:21]=[C:20]([C:22]#[C:23][C:24]3[CH:29]=[CH:28][C:27]([C:30]([F:33])([F:32])[F:31])=[CH:26][CH:25]=3)[CH:19]=[C:18]([C:34]#[C:35][CH2:36][N:37]3[CH2:42][CH2:41][CH2:40][CH2:39][CH2:38]3)[CH:17]=2)=[CH:8][C:7]=1[CH3:43]>C(O)C.[OH-].[Na+]>[CH3:43][C:7]1[CH:8]=[C:9]([O:12][CH2:13][C:14]#[C:15][C:16]2[CH:21]=[C:20]([C:22]#[C:23][C:24]3[CH:25]=[CH:26][C:27]([C:30]([F:31])([F:33])[F:32])=[CH:28][CH:29]=3)[CH:19]=[C:18]([C:34]#[C:35][CH2:36][N:37]3[CH2:42][CH2:41][CH2:40][CH2:39][CH2:38]3)[CH:17]=2)[CH:10]=[CH:11][C:6]=1[O:5][CH2:4][C:3]([OH:44])=[O:2] |f:2.3|. Procedure: A solution of (2-methyl-4-{3-[3-(3-piperidin-1-yl-prop-1-ynyl)-5-(4-trifluoromethylphenylethynyl)-phenyl]-prop-2-ynyloxy}-phenoxy)-acetic acid methyl ester (30 mg, 0.05 mmol) in ethanol (1 ml) and 1N NaOH (0.25 ml) was stirred at 75° C. for 30 min. The reaction mixture was evaporated and the residue dissolved in water (2 ml). Aqueous 1N HCl (0.25 ml) was added and the mixture was extracted with methylene chloride (2×10 ml). The combined organic phases were dried and evaporated to give the title ... The reactants are C1(=CC=CC=C1)O (phenol), C1(=CC=CC=C1)P(C1=CC=CC=C1)C1=CC=CC=C1 (triphenylphosphine), C(C1=CC=CC=C1)N1CCC(CC1)O (1-benzyl-piperidin-4-ol). The solvent is CCOC(=O)C (EtOAc), C1CCOC1 (THF), C1CCOC1 (THF), CCOC(=O)C (EtOAc). Conditions: time 20 hour. Product: C(C1=CC=CC=C1)N1CCC(CC1)OC1=CC=CC=C1 (1-Benzyl-4-phenoxy-piperidine). RXN SMILES: [C:1]1([OH:7])[CH:6]=[CH:5][CH:4]=[CH:3][CH:2]=1.C1(P(C2C=CC=CC=2)C2C=CC=CC=2)C=CC=CC=1.[CH2:27]([N:34]1[CH2:39][CH2:38][CH:37](O)[CH2:36][CH2:35]1)[C:28]1[CH:33]=[CH:32][CH:31]=[CH:30][CH:29]=1>C1COCC1.CCOC(C)=O>[CH2:27]([N:34]1[CH2:39][CH2:38][CH:37]([O:7][C:1]2[CH:6]=[CH:5][CH:4]=[CH:3][CH:2]=2)[CH2:36][CH2:35]1)[C:28]1[CH:33]=[CH:32][CH:31]=[CH:30][CH:29]=1. Reported procedure: To a cold (0° C.) mixture of phenol (190 mg, 2.02 mmol) and triphenylphosphine (680 mg, 2.6 mmol) in dry THF (6.4 mL) is added dropwise over 30 min a solution of 1-benzyl-piperidin-4-ol (490 mg, 2.6 mmol) and diethylazadicarboxylate (0.41 mL, 2.6 mmol) in dry THF (4.8 mL). The mixture is stirred at room temperature under nitrogen for 20 h. The mixture is dissolved in EtOAc, washed with sat. NaHCO3 (2×20 mL), dried (MgSO4), filtered and concentrated to provide a crude oil. Flash chromatography (E... Reactants: CC#N, CCOC(CNC(=O)N(N=Cc1ccccc1)c1cc(Cl)c(Cc2ccc(Cl)cc2)c(Cl)c1)OCC, Cl. Yields the product O=C1NCC=NN1c1cc(Cl)c(Cc2ccc(Cl)cc2)c(Cl)c1. RXN SMILES: [CH3:38][C:39]#[N:40].[CH:1](=[N:8][N:9]([C:10](=[O:11])[NH:12][CH2:13][CH:2]([O:3][CH2:4][CH3:5])[O:6][CH2:7][CH3:14])[c:21]1[cH:22][c:23]([Cl:36])[c:24]([CH2:28][c:29]2[cH:30][cH:31][c:32]([Cl:35])[cH:33][cH:34]2)[c:25]([Cl:27])[cH:26]1)[c:15]1[cH:16][cH:17][cH:18][cH:19][cH:20]1.[ClH:37]>>[CH:1]1=[N:8][N:9]([c:21]2[cH:22][c:23]([Cl:36])[c:24]([CH2:28][c:29]3[cH:30][cH:31][c:32]([Cl:35])[cH:33][cH:34]3)[c:25]([Cl:27])[cH:26]2)[C:10](=[O:11])[NH:12][CH2:13]1. The reactants are OCC1CCC(c2nc(-c3cccc(OCc4ccccc4)c3)c3c(Cl)nccn23)CC1, NC(=O)C1CCC(c2nc(-c3cccc(OCc4ccccc4)c3)c3c(N)nccn23)CC1. Yields the product Nc1nccn2c(C3CCC(CO)CC3)nc(-c3cccc(OCc4ccccc4)c3)c12. RXN SMILES: [CH2:34]([O:35][c:36]1[cH:37][c:38](-[c:39]2[n:40][c:41]([CH:42]3[CH2:43][CH2:44][CH:45]([CH2:46][OH:47])[CH2:48][CH2:49]3)[n:50]3[cH:51][cH:52][n:53][c:54]([Cl:55])[c:56]23)[cH:57][cH:58][cH:59]1)[c:60]1[cH:61][cH:62][cH:63][cH:64][cH:65]1.[NH2:1][c:2]1[c:3]2[n:4]([cH:5][cH:6][n:7]1)[c:8]([CH:25]1[CH2:26][CH2:27][CH:28]([C:31](=[O:32])[NH2:33])[CH2:29][CH2:30]1)[n:9][c:10]2-[c:11]1[cH:12][c:13]([O:17][CH2:18][c:19]2[cH:20][cH:21][cH:22][cH:23][cH:24]2)[cH:14][cH:15][cH:16]1>>[NH2:1][c:2]1[c:3]2[n:4]([cH:5][cH:6][n:7]1)[c:8]([CH:25]1[CH2:26][CH2:27][CH:28]([CH2:31][OH:32])[CH2:29][CH2:30]1)[n:9][c:10]2-[c:11]1[cH:12][c:13]([O:17][CH2:18][c:19]2[cH:20][cH:21][cH:22][cH:23][cH:24]2)[cH:14][cH:15][cH:16]1. Reactants: [BH4-].[Na+] (sodium borohydride), C(C)OC(C(C(=O)OCC)(C1C(C2=CC=C(C=C2CC1)CCCCCCCC)=O)NC(C)=O)=O (2-Acetylamino-2-(6-octyl-1-oxo-1,2,3,4-tetrahydro-naphthalen-2-yl)-malonic acid diethyl ester), C(C)OC(C(C(=O)OCC)(C1C(C2=CC=C(C=C2CC1)CCCCCCCC)=O)NC(C)=O)=O (2-Acetylamino-2-(6-octyl-1-oxo-1,2,3,4-tetrahydro-naphthalen-2-yl)-malonic acid diethyl ester). Run in C(C)O (ethanol), C(C)O (ethanol). Yields the product C(C)OC(C(C(=O)OCC)(C1C(C2=CC=C(C=C2CC1)CCCCCCCC)O)NC(C)=O)=O (2-Acetylamino-2-(6-octyl-1-hydroxy-1,2,3,4-tetrahydro-naphthalen-2-yl)-malonic acid diethyl ester). Isolated yield 75.6%. Reaction SMILES: [BH4-].[Na+].[CH2:3]([O:5][C:6](=[O:36])[C:7]([NH:32][C:33](=[O:35])[CH3:34])([CH:13]1[CH2:22][CH2:21][C:20]2[C:15](=[CH:16][CH:17]=[C:18]([CH2:23][CH2:24][CH2:25][CH2:26][CH2:27][CH2:28][CH2:29][CH3:30])[CH:19]=2)[C:14]1=[O:31])[C:8]([O:10][CH2:11][CH3:12])=[O:9])[CH3:4]>C(O)C>[CH2:3]([O:5][C:6](=[O:36])[C:7]([NH:32][C:33](=[O:35])[CH3:34])([CH:13]1[CH2:22][CH2:21][C:20]2[C:15](=[CH:16][CH:17]=[C:18]([CH2:23][CH2:24][CH2:25][CH2:26][CH2:27][CH2:28][CH2:29][CH3:30])[CH:19]=2)[CH:14]1[OH:31])[C:8]([O:10][CH2:11][CH3:12])=[O:9])[CH3:4] |f:0.1|. Reported procedure: To a solution of sodium borohydride (75 mg, 2.00 mmol) in 5 ml of ethanol at room temperature is added 2-acetylamino-2-(6-octyl-1-oxo-1,2,3,4-tetrahydro-naphthalen-2-yl)-malonic acid diethyl ester (compound 5) (1.00 g, 2.1 mmol) in 5 ml of ethanol. The reaction mixture is stirred at room temperature under argon for an additional hour, quenched by the addition of water (20 mL) and methylene chloride (20 mL). The organic layer is removed and the aqueous layer is extracted with methylene chloride (... Reactants: O=C([O-])[O-], C=CCBr, [K+], [K+], Nc1ccc([N+](=O)[O-])c(C(=O)O)c1, CN(C)C=O. Yields the product C=CCOC(=O)c1cc(N)ccc1[N+](=O)[O-]. As a reaction SMILES: [C:14](=[O:15])([O-:16])[O-:17].[CH2:20]([CH:21]=[CH2:22])[Br:23].[K+:18].[K+:19].[NH2:1][c:2]1[cH:3][cH:4][c:5]([N+:11](=[O:12])[O-:13])[c:6]([C:7](=[O:8])[OH:9])[cH:10]1.[O:24]=[CH:25][N:26]([CH3:27])[CH3:28]>>[NH2:1][c:2]1[cH:3][cH:4][c:5]([N+:11](=[O:12])[O-:13])[c:6]([C:7](=[O:8])[O:9][CH2:22][CH:21]=[CH2:20])[cH:10]1.